This data is from the Open Reaction Database (ORD), a public repository of structured organic reaction records. The task is: describe an organic reaction: reactants, conditions, products, and yield Starting materials: ClC=1NC=C(N1)[N+](=O)[O-] (2-Chloro-4-nitro-1H-imidazole), C(C)(=O)OCCCC1(OC1)C (2-(3-acetoxypropyl)-2-methyloxirane), C(C)(=O)[O-].[Na+] (sodium acetate). Run in C(C)O (ethanol). The product is ClC=1N(C=C(N1)[N+](=O)[O-])CC(CCCOC(C)=O)(C)O (2-chloro-l-(5-acetoxy-2-hydroxy-2-methylpentyl)-4-nitroimidazole). The yield is 79.1%. As a reaction SMILES: [Cl:1][C:2]1[NH:3][CH:4]=[C:5]([N+:7]([O-:9])=[O:8])[N:6]=1.[C:10]([O:13][CH2:14][CH2:15][CH2:16][C:17]1([CH3:20])[CH2:19][O:18]1)(=[O:12])[CH3:11].C([O-])(=O)C.[Na+]>C(O)C>[Cl:1][C:2]1[N:3]([CH2:20][C:17]([OH:18])([CH3:19])[CH2:16][CH2:15][CH2:14][O:13][C:10](=[O:12])[CH3:11])[CH:4]=[C:5]([N+:7]([O-:9])=[O:8])[N:6]=1 |f:2.3|. Reported procedure: 2-Chloro-4-nitro-1H-imidazole (6.8 g, 43 mmol), 2-(3-acetoxypropyl)-2-methyloxirane (5.8 g, 39.3 mmol) and sodium acetate (3.9 g, 47.6 mmol) were suspended in ethanol (60 ml) followed by stirring under reflux overnight. The reaction mixture was allowed to return to room temperature and concentrated under reduced pressure. Water was added to the residue, and the resulting mixture was extracted with methylene chloride twice. The organic phases were combined, washed with a saturated aqueous sodium ... Starting materials: C(C1=CC=CC=C1)OC=1C=C(C(=O)NC2=CC=C(C=N2)NC(C(C)(C)OC(C)=O)=O)C=C(C1)OCC1=CC=CC=C1 (N-{6-[(3,5-dibenzyloxybenzoyl)amino]-pyridin-3-yl}-2-acetoxy-2-methyl-propionamide), O[Li].O (LiOH.H2O). Solvent: CO (methanol), O (water), C1CCOC1 (THF). Conditions: time 20 hour. Product: C(C1=CC=CC=C1)OC=1C=C(C(=O)NC2=CC=C(C=N2)NC(C(C)(C)O)=O)C=C(C1)OCC1=CC=CC=C1 (N-{6-[(3,5-dibenzyloxybenzoyl)amino]-pyridin-3-yl}-2-hydroxy-2-methyl-propionamide). Yield: 82.2%. RXN SMILES: [CH2:1]([O:8][C:9]1[CH:10]=[C:11]([CH:31]=[C:32]([O:34][CH2:35][C:36]2[CH:41]=[CH:40][CH:39]=[CH:38][CH:37]=2)[CH:33]=1)[C:12]([NH:14][C:15]1[N:20]=[CH:19][C:18]([NH:21][C:22](=[O:30])[C:23]([O:26]C(=O)C)([CH3:25])[CH3:24])=[CH:17][CH:16]=1)=[O:13])[C:2]1[CH:7]=[CH:6][CH:5]=[CH:4][CH:3]=1.O[Li].O>CO.O.C1COCC1>[CH2:35]([O:34][C:32]1[CH:31]=[C:11]([CH:10]=[C:9]([O:8][CH2:1][C:2]2[CH:3]=[CH:4][CH:5]=[CH:6][CH:7]=2)[CH:33]=1)[C:12]([NH:14][C:15]1[N:20]=[CH:19][C:18]([NH:21][C:22](=[O:30])[C:23]([OH:26])([CH3:25])[CH3:24])=[CH:17][CH:16]=1)=[O:13])[C:36]1[CH:41]=[CH:40][CH:39]=[CH:38][CH:37]=1 |f:1.2|. Procedure details: To a stirred suspension of N-{6-[(3,5-dibenzyloxybenzoyl)amino]-pyridin-3-yl}-2-acetoxy-2-methyl-propionamide (158 mg) in methanol (10 ml) was added a solution of LiOH.H2O (30 mg) in water (1 ml) and THF (3 ml). The mixture was stirred at ambient temperature for 20 hours. Volatile material was removed by evaporation. To the residue was added water (10 ml). Made acidic with 2M hydrochloric acid. Precipitate filtered off, washed with ethyl acetate, and dried under high vacuum to give the title com... The solvent is CN(C=O)C (dimethylformamide). Conditions: temperature 50 celsius. Procedure details: 5-Amino-1-ethyl-6-oxo-1,6-dihydropyridazine-3-carboxylic acid (0.6 g, 3.3 mmol, see Preparation 5), benzyl bromoacetate (1.6 ml, 4.8 mmol), and potassium carbonate (0.5 g, 3.3 mmol) were suspended in dimethylformamide (30 ml) and heated overnight at 50° C. The solvent was evaporated under reduced pressure and the residue was passed through a silica-gel column, eluting with hexane/ethyl acetate 3:2, to yield 1.0 g of the desired final product. Yield=92% RXN SMILES: [NH2:1][C:2]1[C:7](=[O:8])[N:6]([CH2:9][CH3:10])[N:5]=[C:4]([C:11]([OH:13])=[O:12])[CH:3]=1.Br[CH2:15][C:16]([O:18][CH2:19][C:20]1[CH:25]=[CH:24][CH:23]=[CH:22][CH:21]=1)=[O:17].C(=O)([O-])[O-].[K+].[K+]>CN(C)C=O>[NH2:1][C:2]1[C:7](=[O:8])[N:6]([CH2:9][CH3:10])[N:5]=[C:4]([C:11]([O:13][CH2:15][C:16]([O:18][CH2:19][C:20]2[CH:25]=[CH:24][CH:23]=[CH:22][CH:21]=2)=[O:17])=[O:12])[CH:3]=1 |f:2.3.4|. Reactants: NC1=CC(=NN(C1=O)CC)C(=O)O (5-Amino-1-ethyl-6-oxo-1,6-dihydropyridazine-3-carboxylic acid), BrCC(=O)OCC1=CC=CC=C1 (benzyl bromoacetate), C([O-])([O-])=O.[K+].[K+] (potassium carbonate). Product: NC1=CC(=NN(C1=O)CC)C(=O)OCC(=O)OCC1=CC=CC=C1 (Benzyloxycarbonylmethyl 5-amino-1-ethyl-6-oxo-1,6-dihydropyridazine-3-carboxylate). Isolated yield 91.5%. Reactants: O=S(=O)(Cl)c1ccccc1Cl, CC(C)n1cc(C(=O)c2cncc(N)c2)c2c(N)ncnc21, CC(C)n1cc(C(=O)c2cncc(NS(=O)(=O)c3cc(F)cc(F)c3)c2)c2c(N)ncnc21. Yields the product CC(C)n1cc(C(=O)c2cncc(NS(=O)(=O)c3ccccc3Cl)c2)c2c(N)ncnc21. As a reaction SMILES: [Cl:1][c:2]1[c:3]([S:8](=[O:9])(=[O:10])[Cl:11])[cH:4][cH:5][cH:6][cH:7]1.[NH2:12][c:13]1[c:14]2[c:15]([n:16][cH:17][n:18]1)[n:19]([CH:31]([CH3:32])[CH3:33])[cH:20][c:21]2[C:22](=[O:23])[c:24]1[cH:25][n:26][cH:27][c:28]([NH2:30])[cH:29]1.[NH2:34][c:35]1[c:36]2[c:37]([C:38]([c:39]3[cH:40][c:41]([NH:42][S:43]([c:44]4[cH:45][c:46]([F:47])[cH:48][c:49]([F:50])[cH:51]4)(=[O:52])=[O:53])[cH:54][n:55][cH:56]3)=[O:57])[cH:58][n:59]([CH:60]([CH3:61])[CH3:62])[c:63]2[n:64][cH:65][n:66]1>>[Cl:1][c:2]1[c:3]([S:8](=[O:9])(=[O:10])[NH:30][c:28]2[cH:27][n:26][cH:25][c:24]([C:22]([c:21]3[c:14]4[c:13]([NH2:12])[n:18][cH:17][n:16][c:15]4[n:19]([CH:31]([CH3:32])[CH3:33])[cH:20]3)=[O:23])[cH:29]2)[cH:4][cH:5][cH:6][cH:7]1. The reactants are C(#C)C1=NC(=CC=C1N)C ((2-ethynyl-6-methyl-pyridin-3-yl)amine), FC=1C=NC=C(C1)I (3-fluoro-5-iodopyridine). Reagents/catalysts: Cl[Pd]([P](C1=CC=CC=C1)(C2=CC=CC=C2)C3=CC=CC=C3)([P](C4=CC=CC=C4)(C5=CC=CC=C5)C6=CC=CC=C6)Cl ((PPh3)2PdCl2). Solvent: C(C)N(CC)CC (triethylamine). Run at time 14 hour. Product: FC=1C=C(C=NC1)C#CC1=NC(=CC=C1N)C ((2-(5-fluoro-pyridin-3-ylethynyl)-6-methyl-pyridin-3-yl)amine). Yield: 22.0%. RXN SMILES: [C:1]([C:3]1[C:8]([NH2:9])=[CH:7][CH:6]=[C:5]([CH3:10])[N:4]=1)#[CH:2].[F:11][C:12]1[CH:13]=[N:14][CH:15]=[C:16](I)[CH:17]=1>C(N(CC)CC)C.Cl[Pd](Cl)([P](C1C=CC=CC=1)(C1C=CC=CC=1)C1C=CC=CC=1)[P](C1C=CC=CC=1)(C1C=CC=CC=1)C1C=CC=CC=1>[F:11][C:12]1[CH:17]=[C:16]([C:2]#[C:1][C:3]2[C:8]([NH2:9])=[CH:7][CH:6]=[C:5]([CH3:10])[N:4]=2)[CH:15]=[N:14][CH:13]=1 |^1:28,47|. Procedure: To a solution of Cul (11 mg, 0.06 mmol) in triethylamine (5 ml) were added (2-ethynyl-6-methyl-pyridin-3-yl)amine (40 mg, 0.30 mmol, described in Example 7), (PPh3)2PdCl2 (21 mg, 0.06 mmol), and 3-fluoro-5-iodopyridine (111 mg, 0.45 mmol). The reaction mixture was stirred at room temperature for 14 h. The solvent was evaporated. The crude residue was purified by flash chromatography (cyclohexane/ethyl acetate 7:3) to yield 15 mg (66 μmol, 22%) of (2-(5-fluoro-pyridin-3-ylethynyl)-6-methyl-pyridi...